The task is: describe an organic reaction: reactants, conditions, products, and yield. This data is from the Open Reaction Database (ORD), a public repository of structured organic reaction records. Reactants: C1(=CC=C(C=C1)NN)C (p-tolylhydrazine), C(C)OC(C(C(C)=O)C(C)=O)=O (2-acetyl-3-oxo-butyric acid ethyl ester), N1=CC=CC=C1 (pyridine). Run in C(C)O (ethanol). The product is C(C)OC(=O)C=1C(=NN(C1C)C1=CC=C(C=C1)C)C (3,5-dimethyl-1-p-tolyl-1H-pyrazole-4-carboxylic acid ethyl ester). RXN SMILES: [C:1]1([CH3:9])[CH:6]=[CH:5][C:4]([NH:7][NH2:8])=[CH:3][CH:2]=1.[CH2:10]([O:12][C:13](=[O:21])[CH:14]([C:18](=O)[CH3:19])[C:15](=O)[CH3:16])[CH3:11].N1C=CC=CC=1>C(O)C>[CH2:10]([O:12][C:13]([C:14]1[C:15]([CH3:16])=[N:8][N:7]([C:4]2[CH:5]=[CH:6][C:1]([CH3:9])=[CH:2][CH:3]=2)[C:18]=1[CH3:19])=[O:21])[CH3:11]. Reported procedure: Similar to Example 1, p-tolylhydrazine (10 mmol, 1.8 g) and 2-acetyl-3-oxo-butyric acid ethyl ester (10 mmol, 1.7 g) were mixed in a solution of 50% pyridine in ethanol. The solvents were removed under vacuum. The named product was purified over silica gel (m.p. 47° C.–49° C.). Reactants: CCOC(=O)CC(=O)c1cccc([N+](=O)[O-])c1C, O=C(O)C(F)(F)F, O, O. The product is CC(=O)c1cccc([N+](=O)[O-])c1C. RXN SMILES: [CH3:1][c:2]1[c:3]([C:11]([CH2:12][C:13]([O:14][CH2:15][CH3:16])=[O:17])=[O:18])[cH:4][cH:5][cH:6][c:7]1[N+:8](=[O:9])[O-:10].[F:19][C:20]([F:21])([F:22])[C:23]([OH:24])=[O:25].[OH2:26].[OH2:27]>>[CH3:1][c:2]1[c:3]([C:11]([CH3:12])=[O:18])[cH:4][cH:5][cH:6][c:7]1[N+:8](=[O:9])[O-:10]. Reactants: 22.1, CNC1=NC(=CC(=N1)OCC(F)(F)F)C (2-methylamino-4-(2,2,2-trifluorethoxy)-6-methylpyrimidine), S1C(=CC=C1)S(=O)(=O)N=C=O (2-thiophenesulfonyl isocyanate). The solvent is C(Cl)Cl (methylene chloride). The product is 19, FC(COC1=NC(=NC(=C1)C)N(C(=O)NS(=O)(=O)C=1SC=CC1)C)(F)F (N-[N-[4-(2,2,2-trifluoroethoxy)-6-methylpyrimidin-2-yl]-N-methylaminocarbonyl]-2-thiophenesulfonamide). As a reaction SMILES: [CH3:1][NH:2][C:3]1[N:8]=[C:7]([O:9][CH2:10][C:11]([F:14])([F:13])[F:12])[CH:6]=[C:5]([CH3:15])[N:4]=1.[S:16]1[CH:20]=[CH:19][CH:18]=[C:17]1[S:21]([N:24]=[C:25]=[O:26])(=[O:23])=[O:22]>C(Cl)Cl>[F:14][C:11]([F:12])([F:13])[CH2:10][O:9][C:7]1[CH:6]=[C:5]([CH3:15])[N:4]=[C:3]([N:2]([CH3:1])[C:25]([NH:24][S:21]([C:17]2[S:16][CH:20]=[CH:19][CH:18]=2)(=[O:22])=[O:23])=[O:26])[N:8]=1. Reported procedure: To a dry stirred solution of 22.1 parts of 2-methylamino-4-(2,2,2-trifluorethoxy)-6-methylpyrimidine in 250 parts of methylene chloride at ambient temperature was added 18.9 parts of 2-thiophenesulfonyl isocyanate. That mixture was stirred and refluxed for 2 hours. The methylene chloride was removed under reduced pressure, and the resulting solid was triturated with toluene to yield 19 parts of N-[N-[4-(2,2,2-trifluoroethoxy)-6-methylpyrimidin-2-yl]-N-methylaminocarbonyl]-2-thiophenesulfonamide. Reactants: TBS ether, [Si](C)(C)(C(C)(C)C)OC(CCCCCCC1=CC=CC=C1)C=1NC(=NN1)C1=NC=CC=C1 (2-(5-(1-(tert-butyldimethylsilyloxy)-7-phenylheptyl)-4H-1,2,4-triazol-3-yl)-pyridine), [H-].[Na+] (NaH), CI (MeI), [N+](CCCC)(CCCC)(CCCC)CCCC.[F-] (Bu4NF). Solvent: CCOC(=O)C (EtOAc), C1CCOC1 (THF), CC#N (MeCN). Conditions: temperature 0 celsius, time 5 minute. Product: CN1N=C(N=C1C1=NC=CC=C1)C(CCCCCCC1=CC=CC=C1)O (1-(1-Methyl-5-(pyridin-2-yl)-1H-1,2,4-triazol-3-yl)-7-phenylheptan-1-ol). Yield: 41.0%. RXN SMILES: [Si]([O:8][CH:9]([C:22]1[NH:23][C:24]([C:27]2[CH:32]=[CH:31][CH:30]=[CH:29][N:28]=2)=[N:25][N:26]=1)[CH2:10][CH2:11][CH2:12][CH2:13][CH2:14][CH2:15][C:16]1[CH:21]=[CH:20][CH:19]=[CH:18][CH:17]=1)(C(C)(C)C)(C)C.[H-].[Na+].CI.[N+](CCCC)(CCCC)(CCCC)[CH2:38]CCC.[F-]>CC#N.C1COCC1.CCOC(C)=O>[CH3:38][N:25]1[C:24]([C:27]2[CH:32]=[CH:31][CH:30]=[CH:29][N:28]=2)=[N:23][C:22]([CH:9]([OH:8])[CH2:10][CH2:11][CH2:12][CH2:13][CH2:14][CH2:15][C:16]2[CH:21]=[CH:20][CH:19]=[CH:18][CH:17]=2)=[N:26]1 |f:1.2,4.5|. Procedure details: A sample of 2-(5-(1-(tert-butyldimethylsilyloxy)-7-phenylheptyl)-4H-1,2,4-triazol-3-yl)-pyridine (S64, 6 mg, 0.01 mmol) was dissolved in MeCN (142 μL) and cooled to 0° C. NaH (60%, 0.4 mg, 0.01 mmol) was added as a solid. After 5 min, MeI (1 μL) was added. Upon completion of the reaction (1.5 h), the solvent was removed in vacuo. The residue was purified by preparative thin layer chromatography (SiO2, 50% EtOAc-hexanes) to afford two separate compounds, the N1 and N2 alkylated triazoles (4.5 mg,... Reactants: ClC=1C(=NC(=NC1)NC1=CC=C(C=C1)S(NC(C)(C)C)(=O)=O)C1=CN=C(N1C)C (5-chloro-4-(1,2-dimethylimidazol-5-yl)-2-{4-[N-(t-butyl)sulphamoyl]anilino}pyrimidine), FC(C(=O)O)(F)F (trifluoroacetic acid), C1(=CC=CC=C1)OC (anisole). The solvent is O (water). Reaction conditions: time 72 hour. Yields the product ClC=1C(=NC(=NC1)NC1=CC=C(C=C1)S(N)(=O)=O)C1=CN=C(N1C)C (5-Chloro-4-(1,2-dimethylimidazol-5-yl)-2-(4-sulphamoylanilino)pyrimidine). Isolated yield 86.0%. Reaction SMILES: [Cl:1][C:2]1[C:3]([C:23]2[N:27]([CH3:28])[C:26]([CH3:29])=[N:25][CH:24]=2)=[N:4][C:5]([NH:8][C:9]2[CH:14]=[CH:13][C:12]([S:15](=[O:22])(=[O:21])[NH:16]C(C)(C)C)=[CH:11][CH:10]=2)=[N:6][CH:7]=1.FC(F)(F)C(O)=O.C1(OC)C=CC=CC=1>O>[Cl:1][C:2]1[C:3]([C:23]2[N:27]([CH3:28])[C:26]([CH3:29])=[N:25][CH:24]=2)=[N:4][C:5]([NH:8][C:9]2[CH:14]=[CH:13][C:12]([S:15](=[O:21])(=[O:22])[NH2:16])=[CH:11][CH:10]=2)=[N:6][CH:7]=1. Procedure details: A mixture of 5-chloro-4-(1,2-dimethylimidazol-5-yl)-2-{4-[N-(t-butyl)sulphamoyl]anilino}pyrimidine (Example 60; 116 mg, 0.267 mmol), trifluoroacetic acid (2.7 ml), water (0.3 ml) and anisole (145 μl, 1.34 mmol) was stirred at ambient temperature for 72 hours. The mixture was then concentrated by evaporation and the residue treated with water and ether. The precipitated solid was collected by filtration, washed with water and ether, and dried to give the title compound (87 mg, 86%) as a white sol... Reactants: OC(=O)[C@H]1CN(C)[C@@H]2CC3=CNC4=CC=CC(C2=C1)=C34 (Lysergic acid), C(=O)(C(F)(F)F)O (TFA), BrBr (Bromine). Solvent: O1CCOCC1 (dioxane), C(Cl)(Cl)Cl (chloroform). Run at temperature 5 celsius. The product is BrC=1NC2=CC=CC=3C4=C[C@H](CN([C@@H]4CC1C32)C)C(=O)O ((6aR,9R)-5-Bromo-7-methyl-4,6,6a,7,8,9-hexahydro-indolo[4,3-fg]quinoline-9-carboxylic acid). As a reaction SMILES: [OH:1][C:2]([C@@H:4]1[CH:19]=[C:18]2[C@@H:8]([CH2:9][C:10]3[C:20]4[C:13](=[CH:14][CH:15]=[CH:16][C:17]2=4)[NH:12][CH:11]=3)[N:6]([CH3:7])[CH2:5]1)=[O:3].C(O)(C(F)(F)F)=O.[Br:28]Br>O1CCOCC1.C(Cl)(Cl)Cl>[Br:28][C:11]1[NH:12][C:13]2[C:20]3[C:10]=1[CH2:9][C@@H:8]1[C:18](=[CH:19][C@@H:4]([C:2]([OH:1])=[O:3])[CH2:5][N:6]1[CH3:7])[C:17]=3[CH:16]=[CH:15][CH:14]=2. Procedure details: Lysergic acid (8.05 g, 30 mmol) is suspended in dioxane and is treated with dropwise addition of TFA (exothermic). Bromine (1.54 ml, 30 mmol, 1.0 eq.) in chloroform is added dropwise. The reaction is cooled to 5° C. and product crystallizes. (6aR,9R)-5-Bromo-7-methyl-4,6,6a,7,8,9-hexahydro-indolo[4,3-fg]quinoline-9-carboxylic acid is isolated by filtration and re-crystallised from diethylether. Rf=0.5, 10% MeOH:DCM, M+H+=346, 348, m.p.>245 (decomposition). Reactants: C(C)OC=1C=C(C=O)C=CC1OC(C)C (3-Ethoxy-4-isopropoxybenzaldehyde), N (ammonia), C[Si](C)(C)C#N (Trimethylsilyl cyanide). The solvent is CO (MeOH). Reaction conditions: temperature 0 celsius, time 8 hour. Yields the product NC(C#N)C1=CC(=C(C=C1)OC(C)C)OCC (2-amino-2-(3-ethoxy-4-isopropoxyphenyl)acetonitrile). Yield: 100.0%. As a reaction SMILES: [CH2:1]([O:3][C:4]1[CH:5]=[C:6]([CH:9]=[CH:10][C:11]=1[O:12][CH:13]([CH3:15])[CH3:14])[CH:7]=O)[CH3:2].C[Si]([C:20]#[N:21])(C)C.[NH3:22]>CO>[NH2:22][CH:7]([C:6]1[CH:9]=[CH:10][C:11]([O:12][CH:13]([CH3:15])[CH3:14])=[C:4]([O:3][CH2:1][CH3:2])[CH:5]=1)[C:20]#[N:21]. Procedure: 3-Ethoxy-4-isopropoxybenzaldehyde (WO 2004072101) (24 g, 115 mmol) was dissolved in a 7N MeOH solution of ammonia (200 mL) and the whole was cooled to 0° C. Trimethylsilyl cyanide (24 mL, 180 mmol) was added and the reaction mixture was stirred overnight with gradual warming to rt. The reaction product was concentrated to provide 2-amino-2-(3-ethoxy-4-isopropoxyphenyl)acetonitrile (29 g, 100%) as a yellow oil. The oil (23 g) was dissolved in ethyl ether (460 mL), cooled to 0° C., and HCl (g) was...